From a dataset of the Open Reaction Database (ORD), a public repository of structured organic reaction records. describe an organic reaction: reactants, conditions, products, and yield Reaction SMILES: [C:18]([CH3:19])(=[O:20])[c:21]1[s:22][c:23]([Cl:26])[cH:24][cH:25]1.[CH2:27]1[O:28][CH2:29][CH2:30][CH2:31]1.[CH3:1][S:2](=[O:3])(=[O:4])[O:5][CH2:6][CH3:7].[CH3:8][Si:9]([CH3:10])([CH3:11])[N-:12][Si:13]([CH3:14])([CH3:15])[CH3:16].[Li+:17]>>[CH2:1]([S:2](=[O:3])(=[O:4])[O:5][CH2:6][CH3:7])[C:18]([CH3:19])([OH:20])[c:21]1[s:22][c:23]([Cl:26])[cH:24][cH:25]1. Starting materials: CC(=O)c1ccc(Cl)s1, C1CCOC1, CCOS(C)(=O)=O, C[Si](C)(C)[N-][Si](C)(C)C, [Li+]. The product is CCOS(=O)(=O)CC(C)(O)c1ccc(Cl)s1. Reactants: CCOC(=O)NN, Cc1ccccc1, O=CCN1C(=O)c2ccccc2C1=O. The product is CCOC(=O)NN=CCN1C(=O)c2ccccc2C1=O. As a reaction SMILES: [C:1]([NH:2][NH2:3])(=[O:4])[O:5][CH2:6][CH3:7].[CH3:22][c:23]1[cH:24][cH:25][cH:26][cH:27][cH:28]1.[O:8]=[C:9]1[N:10]([CH2:19][CH:20]=[O:21])[C:11](=[O:18])[c:12]2[cH:13][cH:14][cH:15][cH:16][c:17]21>>[C:1]([NH:2][N:3]=[CH:20][CH2:19][N:10]1[C:9](=[O:8])[c:17]2[c:12]([cH:13][cH:14][cH:15][cH:16]2)[C:11]1=[O:18])(=[O:4])[O:5][CH2:6][CH3:7].